describe an organic reaction: reactants, conditions, products, and yield From a dataset of the Open Reaction Database (ORD), a public repository of structured organic reaction records. As a reaction SMILES: [CH3:27][CH2:28][OH:29].[Cl:1][c:2]1[c:3]([O:4][c:5]2[c:6]([O:13][CH2:14][C:15]([CH3:16])=[O:17])[cH:7][c:8]([C:9]#[N:10])[cH:11][cH:12]2)[cH:18][cH:19][c:20]([Cl:22])[cH:21]1.[NH3:26].[Na:23][C:24]#[N:25]>>[Cl:1][c:2]1[c:3]([O:4][c:5]2[c:6]([O:13][CH2:14][C:15]([CH3:16])([C:24]#[N:25])[NH2:26])[cH:7][c:8]([C:9]#[N:10])[cH:11][cH:12]2)[cH:18][cH:19][c:20]([Cl:22])[cH:21]1. The reactants are CCO, CC(=O)COc1cc(C#N)ccc1Oc1ccc(Cl)cc1Cl, N, N#C[Na]. The product is CC(N)(C#N)COc1cc(C#N)ccc1Oc1ccc(Cl)cc1Cl. The reactants are C1CCOC1, CC1(C)OB(c2ccc(N)cc2)OC1(C)C, Cc1cccc(N=C=O)c1. Product: Cc1cccc(NC(=O)Nc2ccc(B3OC(C)(C)C(C)(C)O3)cc2)c1. Reaction SMILES: [CH2:27]1[O:28][CH2:29][CH2:30][CH2:31]1.[CH3:1][C:2]1([CH3:16])[O:3][B:4]([c:9]2[cH:10][cH:11][c:12]([NH2:13])[cH:14][cH:15]2)[O:5][C:6]1([CH3:7])[CH3:8].[N:17](=[C:18]=[O:19])[c:20]1[cH:21][c:22]([CH3:26])[cH:23][cH:24][cH:25]1>>[CH3:1][C:2]1([CH3:16])[O:3][B:4]([c:9]2[cH:10][cH:11][c:12]([NH:13][C:18]([NH:17][c:20]3[cH:21][c:22]([CH3:26])[cH:23][cH:24][cH:25]3)=[O:19])[cH:14][cH:15]2)[O:5][C:6]1([CH3:7])[CH3:8]. Reactants: BrN1C(CCC1=O)=O (N-bromosuccinimide), ClC(=C(Cl)Cl)C=1C=C(C=C(C1)C)C (5-(trichlorovinyl)-m-xylene), C(C1=CC=CC=C1)(=O)OOC(C1=CC=CC=C1)=O (dibenzoyl peroxide), BrN1C(CCC1=O)=O (N-bromosuccinimide). Solvent: C1=CC=CC=C1 (benzene). Yields the product CC=1C=C(CBr)C=C(C1)C(=C(Cl)Cl)Cl (3-Methyl-5-(trichlorovinyl)benzyl bromide). Yield: 60.8%. RXN SMILES: [Cl:1][C:2]([C:6]1[CH:7]=[C:8]([CH3:13])[CH:9]=[C:10]([CH3:12])[CH:11]=1)=[C:3]([Cl:5])[Cl:4].C(OOC(=O)C1C=CC=CC=1)(=O)C1C=CC=CC=1.[Br:32]N1C(=O)CCC1=O>C1C=CC=CC=1>[CH3:13][C:8]1[CH:9]=[C:10]([CH:11]=[C:6]([C:2]([Cl:1])=[C:3]([Cl:5])[Cl:4])[CH:7]=1)[CH2:12][Br:32]. Procedure details: To a refluxing solution of 5-(trichlorovinyl)-m-xylene (32.28 g) and dibenzoyl peroxide (3.43 g) in 1300 ml of benzene, N-bromosuccinimide (30.21 g) was added in portions. The resulting mixture was heated at reflux for 30 minutes at which point no N-bromosuccinimide was evident. The reaction mixture was concentrated under reduced pressure and the residue triturated with 250 ml of hexane. The precipitated succinimide was collected by filtration and thoroughly washed with hexane. The filtrate was ... Reactants: C(C)OC(=O)C1(CCC1)NC=1C=C2C=NNC2=CC1 (1-(1H-indazol-5-ylamino)-cyclobutanecarboxylic acid ethyl ester), [H-].[H-].[H-].[H-].[Li+].[Al+3] (LiAlH4), solution. Run in C1CCOC1 (THF), C1CCOC1 (THF). The product is N1N=CC2=CC(=CC=C12)NC1(CCC1)CO ([1-(1H-indazol-5-ylamino)-cyclobutyl]-methanol). Yield: 58.7%. Reaction SMILES: C([O:3][C:4]([C:6]1([NH:10][C:11]2[CH:12]=[C:13]3[C:17](=[CH:18][CH:19]=2)[NH:16][N:15]=[CH:14]3)[CH2:9][CH2:8][CH2:7]1)=O)C.[H-].[H-].[H-].[H-].[Li+].[Al+3]>C1COCC1>[NH:16]1[C:17]2[C:13](=[CH:12][C:11]([NH:10][C:6]3([CH2:4][OH:3])[CH2:9][CH2:8][CH2:7]3)=[CH:19][CH:18]=2)[CH:14]=[N:15]1 |f:1.2.3.4.5.6|. Procedure: To a stirred solution of 1-(1H-indazol-5-ylamino)-cyclobutanecarboxylic acid ethyl ester (1.68 g, 6.49 mmol) in THF (37 mL) at 0° C. and under nitrogen was added LiAlH4 (13.0 mL of a 1.0 M solution in THF, 13.0 mmol) dropwise over 2 minutes then the reaction mixture was warmed to ambient temperature. After 2 hours the reaction mixture was quenched by the addition of sodium sulfate decahydrate (2 g). The reaction mixture was filtered and the filter cake washed with EtOAc. The combined filtrates w... Starting materials: CO, CN(C(=O)NCc1cccc(F)c1Cl)C(CCCN1C(=O)c2ccccc2C1=O)COC(=O)Nc1ccc(Cl)cn1. Product: CN(C(=O)NCc1cccc(F)c1Cl)C(CCCN)COC(=O)Nc1ccc(Cl)cn1. As a reaction SMILES: [CH3:42][OH:43].[Cl:1][c:2]1[cH:3][cH:4][c:5]([NH:8][C:9]([O:10][CH2:11][CH:12]([CH2:13][CH2:14][CH2:15][N:16]2[C:17](=[O:18])[c:19]3[c:20]([cH:21][cH:22][cH:23][cH:24]3)[C:25]2=[O:26])[N:27]([C:28](=[O:29])[NH:30][CH2:31][c:32]2[c:33]([Cl:39])[c:34]([F:38])[cH:35][cH:36][cH:37]2)[CH3:40])=[O:41])[n:6][cH:7]1>>[Cl:1][c:2]1[cH:3][cH:4][c:5]([NH:8][C:9]([O:10][CH2:11][CH:12]([CH2:13][CH2:14][CH2:15][NH2:16])[N:27]([C:28](=[O:29])[NH:30][CH2:31][c:32]2[c:33]([Cl:39])[c:34]([F:38])[cH:35][cH:36][cH:37]2)[CH3:40])=[O:41])[n:6][cH:7]1. Starting materials: CC(C)(c1ccc(O)cc1)c1ccc(OBr)c(Br)c1Br, Oc1ccc(Br)c(Br)c1Br. Yields the product CC(C)(c1ccc(O)cc1)c1c(Br)cc(OBr)c(Br)c1Br. RXN SMILES: [Br:11][c:12]1[c:13]([Br:30])[c:14]([O:15][Br:16])[cH:17][cH:18][c:19]1[C:20]([CH3:21])([CH3:22])[c:23]1[cH:24][cH:25][c:26]([OH:29])[cH:27][cH:28]1.[Br:1][c:2]1[cH:3][cH:4][c:5]([OH:6])[c:7]([Br:8])[c:9]1[Br:10]>>[Br:1][c:18]1[cH:17][c:14]([O:15][Br:16])[c:13]([Br:30])[c:12]([Br:11])[c:19]1[C:20]([CH3:21])([CH3:22])[c:23]1[cH:24][cH:25][c:26]([OH:29])[cH:27][cH:28]1.